describe an organic reaction: reactants, conditions, products, and yield From a dataset of the Open Reaction Database (ORD), a public repository of structured organic reaction records. The reactants are C1CCOC1, CCC=CCCOC(=O)CC(=O)OCCC=CCC, CC1=C(C=CC(=O)Cl)C(C)(C)CCC1, [H-], [Na+]. Product: CCC=CCCOC(=O)C(C(=O)C=CC1=C(C)CCCC1(C)C)C(=O)OCCC=CCC. Reaction SMILES: [CH2:36]1[O:37][CH2:38][CH2:39][CH2:40]1.[CH2:3]([CH2:4][CH:5]=[CH:6][CH2:7][CH3:8])[O:9][C:10]([CH2:11][C:12](=[O:13])[O:14][CH2:15][CH2:16][CH:17]=[CH:18][CH2:19][CH3:20])=[O:21].[CH3:22][C:23]1=[C:24]([CH:31]=[CH:32][C:33](=[O:34])[Cl:35])[C:25]([CH3:29])([CH3:30])[CH2:26][CH2:27][CH2:28]1.[H-:1].[Na+:2]>>[CH2:3]([CH2:4][CH:5]=[CH:6][CH2:7][CH3:8])[O:9][C:10]([CH:11]([C:12](=[O:13])[O:14][CH2:15][CH2:16][CH:17]=[CH:18][CH2:19][CH3:20])[C:33]([CH:32]=[CH:31][C:24]1=[C:23]([CH3:22])[CH2:28][CH2:27][CH2:26][C:25]1([CH3:29])[CH3:30])=[O:34])=[O:21]. Reactants: Cl.Cl.ClC1=CC=C(C=C1)N1CCNCC1 (1-(4-Chlorophenyl)piperazine dihydrochloride), [OH-].[Na+] (sodium hydroxide). The product is ClC1=CC=C(C=C1)N1CCNCC1 (1-(4-chlorophenyl)piperazine). As a reaction SMILES: Cl.Cl.[Cl:3][C:4]1[CH:9]=[CH:8][C:7]([N:10]2[CH2:15][CH2:14][NH:13][CH2:12][CH2:11]2)=[CH:6][CH:5]=1.[OH-].[Na+]>>[Cl:3][C:4]1[CH:5]=[CH:6][C:7]([N:10]2[CH2:15][CH2:14][NH:13][CH2:12][CH2:11]2)=[CH:8][CH:9]=1 |f:0.1.2,3.4|. Procedure details: 1-(4-Chlorophenyl)piperazine dihydrochloride (1.31 g, 4.86 mmol) was added to a sodium hydroxide solution, and the resulting mixture was extracted with methylene chloride. The extract was dried over sodium sulfate and then filtered. The filtrate was concentrated under reduced pressure to afford 1-(4-chlorophenyl)piperazine. Reactants: COC(C1=CN=C(C(=C1)N)N)=O (5,6-diamino-nicotinic acid methyl ester), C1(=C(C(=CC(=C1)C)C)S(=O)(=O)ON)C (O-mesitylene-sulfonylhydroxylamine), CC1=CC=C(O1)C=O (5-methylfuran-2-carboxaldehyde). The product is COC(=O)C=1C=C(C=2N(C1)N=C(N2)C=2OC(=CC2)C)N (8-Amino-2-(5-methyl-furan-2-yl)-[1,2,4]triazolo[1,5-a]pyridine-6-carboxylic Acid Methyl Ester). RXN SMILES: [CH3:1][O:2][C:3](=[O:12])[C:4]1[CH:9]=[C:8]([NH2:10])[C:7]([NH2:11])=[N:6][CH:5]=1.C1(C)C=C(C)C=C(C)C=1S(O[NH2:25])(=O)=O.[CH3:27][C:28]1[O:32][C:31]([CH:33]=O)=[CH:30][CH:29]=1>>[CH3:1][O:2][C:3]([C:4]1[CH:9]=[C:8]([NH2:10])[C:7]2[N:6]([N:25]=[C:33]([C:31]3[O:32][C:28]([CH3:27])=[CH:29][CH:30]=3)[N:11]=2)[CH:5]=1)=[O:12]. Procedure: The title compound, MS m/e (%): 273.2 (M+, 100), was prepared in accordance with the general method of example 1 from 5,6-diamino-nicotinic acid methyl ester, O-mesitylene-sulfonylhydroxylamine, and 5-methylfuran-2-carboxaldehyde. The purification was performed by flash column chromatography on silica eluting with a mixture of ethyl acetate and n-hexane. The reactants are S1C(=NC2=C1C=CC=C2)N(C(=O)C=2C=CC=C1CCN(CC21)C=2SC(=C(N2)C(=O)OCC)C2=CC=C(C=C2)CO)COCC[Si](C)(C)C (ethyl 2-(8-(benzo[d]thiazol-2-yl((2-(trimethylsilyl)ethoxy)methyl)carbamoyl)-3,4-dihydroisoquinolin-2(1H)-yl)-5-(4-(hydroxymethyl)phenyl)thiazole-4-carboxylate), CC1(OB(OC1(C)C)C1=CC=C(C=C1)O)C (4-(4,4,5,5-tetramethyl-1,3,2-dioxaborolan-2-yl)phenol), OCC1=CC=C(C=C1)B(O)O (4-(hydroxymethyl)phenylboronic acid), ClC1=C(C#N)C=CC=N1 (2-chloronicotinonitrile). Product: OC1=CC=C(C=C1)C1=C(C#N)C=CC=N1 (2-(4-hydroxyphenyl)nicotinonitrile). Reaction SMILES: S1C2C=CC=CC=2N=C1N(COCC[Si](C)(C)C)C(C1C=CC=C2C=1CN(C1SC(C3C=CC(CO)=CC=3)=C(C(OCC)=O)N=1)CC2)=O.OCC1C=CC(B(O)O)=CC=1.Cl[C:61]1[N:68]=[CH:67][CH:66]=[CH:65][C:62]=1[C:63]#[N:64].CC1(C)C(C)(C)OB([C:77]2[CH:82]=[CH:81][C:80]([OH:83])=[CH:79][CH:78]=2)O1>>[OH:83][C:80]1[CH:81]=[CH:82][C:77]([C:61]2[N:68]=[CH:67][CH:66]=[CH:65][C:62]=2[C:63]#[N:64])=[CH:78][CH:79]=1. Procedure: Compound 56A was prepared in a similar manner to the synthesis of compound 34D by substituting compound 34C and 4-(hydroxymethyl)phenylboronic acid with 2-chloronicotinonitrile and 4-(4,4,5,5-tetramethyl-1,3,2-dioxaborolan-2-yl)phenol, respectively: ESI (+)/LC/MS: 197 (M+H)+. Starting materials: C1(CCCCC1)=O (cyclohexanone), C1=CC=CC=C1 (benzene), ClC(C(=O)Cl)Cl (dichloroacetyl chloride), SCCN (2-mercaptoethylamine), white powder. The solvent is O (water). Run at time 2 hour. Product: ClC(C(=O)N1CCSC12CCCCC2)Cl (N-dichloroacetyl-1-thia-4-azaspiro[4,5]decane). Reaction SMILES: [C:1]1(=O)[CH2:6][CH2:5][CH2:4][CH2:3][CH2:2]1.[SH:8][CH2:9][CH2:10][NH2:11].C1C=CC=CC=1.[Cl:18][CH:19]([Cl:23])[C:20](Cl)=[O:21]>O>[Cl:18][CH:19]([Cl:23])[C:20]([N:11]1[C:1]2([CH2:6][CH2:5][CH2:4][CH2:3][CH2:2]2)[S:8][CH2:9][CH2:10]1)=[O:21]. Reported procedure: From a boiling mixture of 9.8 g. (0.1 moles) of cyclohexanone and 7.7 g. (0.1 moles) of 2-mercaptoethylamine in 100 ml. of benzene the water formed is continuously distilled off. Boiling is continued until 1.8 ml. of water are separated. The reaction mixture is then cooled and 11 g. of a 40% aqueous sodium hydroxide solution are added followed by dropwise addition of 14.7 g. (0.1 moles) of dichloroacetyl chloride, with external salt/ice cooling. Mixture is stirred for a further two hours at room... Starting materials: C(CCC)[Sn](CCCC)(CCCC)Cl (tri-n-butyltin chloride), [Mg] (magnesium), ice water, BrC1=CC=C(C=C1)C(C)(C)C (1-Bromo-4-(1,1-dimethylethyl)benzene), BrC1=CC=C(C=C1)C(C)(C)C (1-bromo-4-(1,1-dimethylethyl)benzene). Run in O1CCCC1 (tetrahydrofuran), O1CCCC1 (tetrahydrofuran), O1CCCC1 (tetrahydrofuran). Yields the product CC(C)(C)C1=CC=C(C=C1)[Sn](CCCC)(CCCC)CCCC (1-(1,1-Dimethylethyl)-4-tributylstannylbenzene). As a reaction SMILES: Br[C:2]1[CH:7]=[CH:6][C:5]([C:8]([CH3:11])([CH3:10])[CH3:9])=[CH:4][CH:3]=1.[Mg].[CH2:13]([Sn:17](Cl)([CH2:22][CH2:23][CH2:24][CH3:25])[CH2:18][CH2:19][CH2:20][CH3:21])[CH2:14][CH2:15][CH3:16]>O1CCCC1>[CH3:9][C:8]([C:5]1[CH:6]=[CH:7][C:2]([Sn:17]([CH2:18][CH2:19][CH2:20][CH3:21])([CH2:22][CH2:23][CH2:24][CH3:25])[CH2:13][CH2:14][CH2:15][CH3:16])=[CH:3][CH:4]=1)([CH3:11])[CH3:10]. Procedure details: 1-Bromo-4-(1,1-dimethylethyl)benzene (10.656 g) in dry tetrahydrofuran (40 ml) was added dropwise with stirring to magnesium metal (1.264 g) in dry tetrahydrofuran (10 ml). After the reaction had been initiated by warming the 1-bromo-4-(1,1-dimethylethyl)benzene was added dropwise at such a rate to maintain boiling of the solvent. After the addition the mixture was heated under reflux for 1 hour then cooled to room temperature and tri-n-butyltin chloride (14.12 ml) in dry tetrahydrofuran (20 ml)... Reactants: O (water), SCC(=O)C1=CC=CC=C1 (2-mercaptoacetophenone), ClCC#N (chloroacetonitrile), C([O-])([O-])=O.[K+].[K+] (potassium carbonate). Run in O1CCCC1 (tetrahydrofuran). Reaction conditions: time 12 hour. Yields the product C(C(=O)C1=CC=CC=C1)SCC#N (phenacylthio-acetonitrile). Reaction SMILES: [SH:1][CH2:2][C:3]([C:5]1[CH:10]=[CH:9][CH:8]=[CH:7][CH:6]=1)=[O:4].Cl[CH2:12][C:13]#[N:14].C(=O)([O-])[O-].[K+].[K+].O>O1CCCC1>[CH2:2]([S:1][CH2:12][C:13]#[N:14])[C:3]([C:5]1[CH:10]=[CH:9][CH:8]=[CH:7][CH:6]=1)=[O:4] |f:2.3.4|. Reported procedure: Part A. A mixture of 2-mercaptoacetophenone (6.96 g, 45.7 mmol), chloroacetonitrile (3.00 mL, 47.4 mmol), and potassium carbonate (7.21 g, 52.2 mmol) in tetrahydrofuran (100 mL) was stirred at ambient temperature for 12 hours. The mixture was poured into water (400 mL), and this was extracted with ethyl acetate (400 mL), then methylene chloride (400 mL). The extracts were combined, dried over anhydrous magnesium sulfate, filtered and evaporated. The residual oil was separated by flash chromatogr... The reactants are C1CCOC1, NC(C(=O)O)C(C(F)(F)F)C(F)(F)F. The product is NC(CO)C(C(F)(F)F)C(F)(F)F. RXN SMILES: [CH2:15]1[O:16][CH2:17][CH2:18][CH2:19]1.[F:1][C:2]([CH:3]([CH:4]([NH2:5])[C:6](=[O:7])[OH:8])[C:9]([F:10])([F:11])[F:12])([F:13])[F:14]>>[F:1][C:2]([CH:3]([CH:4]([NH2:5])[CH2:6][OH:7])[C:9]([F:10])([F:11])[F:12])([F:13])[F:14]. The reactants are FC1=CN=C2C=3C(C(N(CC13)[C@@H](C(=O)O)C(C)C)=O)=CN2 ((R)-2-(6-fluoro-3-oxopyrrolo[4,3,2-de][2,6]naphthyridin-4(1H,3H,5H)-yl)-3-methylbutanoic acid), C(#N)C1(CNC1)C (3-cyano-3-methylazetidine), C=1C=CC2=C(C1)N=NN2O (HOBt), C(CCl)Cl (EDC). The reagents and catalysts are CN(C1=CC=NC=C1)C (N,N-dimethylpyridin-4-amine). The solvent is CN(C)C=O (DMF). Product: FC1=CN=C2C=3C(C(N(CC13)[C@@H](C(=O)N1CC(C1)(C#N)C)C(C)C)=O)=CN2 ((R)-1-(2-(6-fluoro-3-oxopyrrolo[4,3,2-de][2,6]naphthyridin-4(1H,3H,5H)-yl)-3-methylbutanoyl)-3-methylazetidine-3-carbonitrile). Isolated yield 47.8%. RXN SMILES: [F:1][C:2]1[C:11]2[CH2:10][N:9]([C@H:12]([CH:16]([CH3:18])[CH3:17])[C:13]([OH:15])=O)[C:8](=[O:19])[C:7]3=[CH:20][NH:21][C:5]([C:6]=23)=[N:4][CH:3]=1.[C:22]([C:24]1([CH3:28])[CH2:27][NH:26][CH2:25]1)#[N:23].C1C=CC2N(O)N=NC=2C=1.C(Cl)CCl>CN(C)C1C=CN=CC=1.CN(C=O)C>[F:1][C:2]1[C:11]2[CH2:10][N:9]([C@H:12]([CH:16]([CH3:17])[CH3:18])[C:13]([N:26]3[CH2:27][C:24]([CH3:28])([C:22]#[N:23])[CH2:25]3)=[O:15])[C:8](=[O:19])[C:7]3=[CH:20][NH:21][C:5]([C:6]=23)=[N:4][CH:3]=1. Procedure details: To an 8 mL scintillation vial equipped for stirring was added (R)-2-(6-fluoro-3-oxopyrrolo[4,3,2-de][2,6]naphthyridin-4(1H,3H,5H)-yl)-3-methylbutanoic acid (15 mg, 0.051 mmol). DMF (0.5 mL), 3-cyano-3-methylazetidine (15 mg, 0.077 mmol), HOBt (11.83 mg, 0.077 mmol), EDC (14.81 mg, 0.077 mmol) and N,N-dimethylpyridin-4-amine (9.44 mg, 0.077 mmol) were added and the solution was stirred at 25° C. for 4 h. The reaction mixture was purified via preparative mass trigger LC-MS (AcCN/H2O, 20-50%). The ...